From a dataset of the Open Reaction Database (ORD), a public repository of structured organic reaction records. describe an organic reaction: reactants, conditions, products, and yield Starting materials: O=C(CBr)OCc1ccccc1, O=C([O-])[O-], CC(C)=O, [K+], [K+], CC(C)OP(=O)(OCN1C(=O)c2c(C(C)C)cc(O)cc2S1(=O)=O)OC(C)C. Product: CC(C)OP(=O)(OCN1C(=O)c2c(C(C)C)cc(OCC(=O)OCc3ccccc3)cc2S1(=O)=O)OC(C)C. Reaction SMILES: [Br:35][CH2:36][C:37](=[O:38])[O:39][CH2:40][c:41]1[cH:42][cH:43][cH:44][cH:45][cH:46]1.[C:29](=[O:30])([O-:31])[O-:32].[CH3:47][C:48](=[O:49])[CH3:50].[K+:33].[K+:34].[P:1](=[O:2])([O:3][CH:4]([CH3:5])[CH3:6])([O:7][CH:8]([CH3:9])[CH3:10])[O:11][CH2:12][N:13]1[S:14](=[O:15])(=[O:16])[c:17]2[cH:18][c:19]([OH:28])[cH:20][c:21]([CH:25]([CH3:26])[CH3:27])[c:22]2[C:23]1=[O:24]>>[P:1](=[O:2])([O:3][CH:4]([CH3:5])[CH3:6])([O:7][CH:8]([CH3:9])[CH3:10])[O:11][CH2:12][N:13]1[S:14](=[O:15])(=[O:16])[c:17]2[cH:18][c:19]([O:28][CH2:36][C:37](=[O:38])[O:39][CH2:40][c:41]3[cH:42][cH:43][cH:44][cH:45][cH:46]3)[cH:20][c:21]([CH:25]([CH3:26])[CH3:27])[c:22]2[C:23]1=[O:24]. The reactants are C(C1=CC=CC=C1)OC([C@H](CCC(=O)O)NC(=O)OC(C)(C)C)=O ((S)-2-tert-butoxycarbonylamino-pentanedioic acid 1-benzyl ester), C=1C=CC2=C(C1)N=NN2O (HOBt), CCN(C(C)C)C(C)C (DIPEA), C(C1=CC=CC=C1)N (benzylamine). Run in CN(C)C=O (DMF), C(CCl)Cl (EDC). Run at time 12 hour. Product: C(C1=CC=CC=C1)OC([C@H](CCC(NCC1=CC=CC=C1)=O)NC(=O)OC(C)(C)C)=O ((S)-4-Benzylcarbamoyl-2-tert-butoxycarbonylamino-butyric acid benzyl ester). As a reaction SMILES: [CH2:1]([O:8][C:9](=[O:24])[C@@H:10]([NH:16][C:17]([O:19][C:20]([CH3:23])([CH3:22])[CH3:21])=[O:18])[CH2:11][CH2:12][C:13]([OH:15])=O)[C:2]1[CH:7]=[CH:6][CH:5]=[CH:4][CH:3]=1.C1C=CC2N(O)N=NC=2C=1.CCN(C(C)C)C(C)C.[CH2:44]([NH2:51])[C:45]1[CH:50]=[CH:49][CH:48]=[CH:47][CH:46]=1>CN(C=O)C.C(Cl)CCl>[CH2:1]([O:8][C:9](=[O:24])[C@@H:10]([NH:16][C:17]([O:19][C:20]([CH3:23])([CH3:22])[CH3:21])=[O:18])[CH2:11][CH2:12][C:13](=[O:15])[NH:51][CH2:44][C:45]1[CH:50]=[CH:49][CH:48]=[CH:47][CH:46]=1)[C:2]1[CH:3]=[CH:4][CH:5]=[CH:6][CH:7]=1. Procedure: To a solution of 10.00 g (S)-2-tert-butoxycarbonylamino-pentanedioic acid 1-benzyl ester in 80 ml DMF were added 5.85 g EDC, 4.67 g HOBt, 10.8 ml DIPEA and 3.2 ml benzylamine at 0° C. After stirring for 12 h the reaction mixture was concentrated, the residue was dissolved in dichloromethane and subsequently extracted with aqueous LiCl (4%), 0.1 M HCl and saturated aqueous NaHCO3. The crude product obtained after evaporation of the solvent was purified by flash chromatography on silica using ethy... The reactants are ice water, NC=1C=C(C=CC1)C(C(F)(F)F)(C(F)(F)F)C1=CC(=CC=C1)N (2,2-bis-(3-aminophenyl)hexafluoropropane), C(C)(=O)O (acetic acid), C(C)(=O)OC(C)=O (acetic anhydride). Conditions: time 30 minute. Product: C(C)(=O)NC=1C=C(C=CC1)C(C(F)(F)F)(C(F)(F)F)C1=CC(=CC=C1)NC(C)=O (2,2-Bis-(3-acetamidophenyl)hexafluoropropane). RXN SMILES: [NH2:1][C:2]1[CH:3]=[C:4]([C:8]([C:17]2[CH:22]=[CH:21][CH:20]=[C:19]([NH2:23])[CH:18]=2)([C:13]([F:16])([F:15])[F:14])[C:9]([F:12])([F:11])[F:10])[CH:5]=[CH:6][CH:7]=1.[C:24](OC(=O)C)(=[O:26])[CH3:25].[C:31](O)(=[O:33])[CH3:32]>>[C:24]([NH:23][C:19]1[CH:18]=[C:17]([C:8]([C:4]2[CH:5]=[CH:6][CH:7]=[C:2]([NH:1][C:31](=[O:33])[CH3:32])[CH:3]=2)([C:9]([F:10])([F:11])[F:12])[C:13]([F:14])([F:15])[F:16])[CH:22]=[CH:21][CH:20]=1)(=[O:26])[CH3:25]. Procedure: 66.8 g (0.2 mol) of 2,2-bis-(3-aminophenyl)hexafluoropropane are dissolved in 250 ml of glacial acetic acid and 130 ml of ice water are added. 48.1 g (1.3 mol) of acetic anhydride are added at 5° C. and the mixture is stirred for 30 minutes. The deposited precipitate is filtered off with suction, washed intensively with 500 ml of water and dried at 80° C. Yield 83 g (0.198 mol); white solid; m.p. 309°-311° C. Starting materials: N#C[K], O=Cc1cccc([N+](=O)[O-])c1, [Na+], O=S([O-])O. The product is N#CC(O)c1cccc([N+](=O)[O-])c1. As a reaction SMILES: [K:17][C:18]#[N:19].[N+:1](=[O:2])([O-:3])[c:4]1[cH:5][c:6]([CH:7]=[O:8])[cH:9][cH:10][cH:11]1.[Na+:16].[S:12](=[O:13])([OH:14])[O-:15]>>[N+:1](=[O:2])([O-:3])[c:4]1[cH:5][c:6]([CH:7]([OH:8])[C:18]#[N:19])[cH:9][cH:10][cH:11]1. The reactants are CC(C)CCBr, C[Si](C)(C)[N-][Si](C)(C)C, [Li+], C1CCOC1, CC(C(=O)O)c1ccccc1. Yields the product CC(C)CCC(C)(C(=O)O)c1ccccc1. As a reaction SMILES: [Br:22][CH2:23][CH2:24][CH:25]([CH3:26])[CH3:27].[CH3:1][Si:2]([N-:3][Si:4]([CH3:5])([CH3:6])[CH3:7])([CH3:8])[CH3:9].[Li+:10].[O:28]1[CH2:29][CH2:30][CH2:31][CH2:32]1.[c:11]1([CH:17]([C:18](=[O:19])[OH:20])[CH3:21])[cH:12][cH:13][cH:14][cH:15][cH:16]1>>[c:11]1([C:17]([C:18](=[O:19])[OH:20])([CH3:21])[CH2:23][CH2:24][CH:25]([CH3:26])[CH3:27])[cH:12][cH:13][cH:14][cH:15][cH:16]1. The reactants are BrC1=CC(=CC=C1)[N+](=O)[O-] (1-bromo-3-nitrobenzene), COCC1NCCC1 (2-(methoxymethyl)pyrrolidine), C(=O)([O-])[O-].[Cs+].[Cs+] (Cs2CO3). Reagents/catalysts: C=1C=CC(=CC1)/C=C/C(=O)/C=C/C2=CC=CC=C2.C=1C=CC(=CC1)/C=C/C(=O)/C=C/C2=CC=CC=C2.[Pd] (Pd(dba)2), CC(C)C1=CC(=C(C(=C1)C(C)C)C2=C(C=CC=C2)P(C3CCCCC3)C4CCCCC4)C(C)C (X-Phos). Run in O1CCOCC1 (dioxane). Product: COCC1N(CCC1)C1=CC(=CC=C1)[N+](=O)[O-] (2-(methoxymethyl)-1-(3-nitrophenyl)pyrrolidine). Yield: 71.5%. RXN SMILES: Br[C:2]1[CH:7]=[CH:6][CH:5]=[C:4]([N+:8]([O-:10])=[O:9])[CH:3]=1.[CH3:11][O:12][CH2:13][CH:14]1[CH2:18][CH2:17][CH2:16][NH:15]1.C([O-])([O-])=O.[Cs+].[Cs+]>O1CCOCC1.C1C=CC(/C=C/C(/C=C/C2C=CC=CC=2)=O)=CC=1.C1C=CC(/C=C/C(/C=C/C2C=CC=CC=2)=O)=CC=1.[Pd].CC(C1C=C(C(C)C)C(C2C=CC=CC=2P(C2CCCCC2)C2CCCCC2)=C(C(C)C)C=1)C>[CH3:11][O:12][CH2:13][CH:14]1[CH2:18][CH2:17][CH2:16][N:15]1[C:2]1[CH:7]=[CH:6][CH:5]=[C:4]([N+:8]([O-:10])=[O:9])[CH:3]=1 |f:2.3.4,6.7.8|. Reported procedure: To a mixture of 1-bromo-3-nitrobenzene (300 mg, 1.48 mmol), 2-(methoxymethyl)pyrrolidine (187 mg, 1.63 mmol), Cs2CO3 (800 mg, 2.45 mmol), X-Phos (50 mg, 0.1 mmol), Pd(dba)2 (50 mg, 0.087 mmol) in 50 mL of dioxane were stirred at reflux overnight under N2 atmosphere. The excess of dioxane was removed under reduced pressure and the residue was purified by silica gel chromatography, eluting with a mixture of petroleum ether and ethyl acetate (5:1) to give 2-(methoxymethyl)-1-(3-nitrophenyl)pyrrolid... The reactants are CO, CC(C)(C)OC(=O)N1CCC(Oc2ccc3c(c2)OCC32C(=O)N(C(c3ccccc3)c3ccccc3)c3ccccc32)C1. Yields the product CC(C)(C)OC(=O)N1CCC(Oc2ccc3c(c2)OCC32C(=O)Nc3ccccc32)C1. RXN SMILES: [CH3:45][OH:46].[c:1]1([CH:2]([c:3]2[cH:4][cH:5][cH:6][cH:7][cH:39]2)[N:8]2[C:9](=[O:38])[C:10]3([CH2:11][O:12][c:13]4[c:14]3[cH:15][cH:16][c:17]([O:19][CH:20]3[CH2:21][N:22]([C:25](=[O:26])[O:27][C:28]([CH3:29])([CH3:30])[CH3:31])[CH2:23][CH2:24]3)[cH:18]4)[c:32]3[cH:33][cH:34][cH:35][cH:36][c:37]32)[cH:40][cH:41][cH:42][cH:43][cH:44]1>>[NH:8]1[C:9](=[O:38])[C:10]2([CH2:11][O:12][c:13]3[c:14]2[cH:15][cH:16][c:17]([O:19][CH:20]2[CH2:21][N:22]([C:25](=[O:26])[O:27][C:28]([CH3:29])([CH3:30])[CH3:31])[CH2:23][CH2:24]2)[cH:18]3)[c:32]2[cH:33][cH:34][cH:35][cH:36][c:37]21. The reactants are N1=C(C=CC=C1)C1=NC=C(C(=N1)C)C(=O)O (2-(2-pyridyl)-4-methyl-pyrimidine-5-carboxylic acid), FC(C1=CC=C2C=CN(C2=C1)N)(F)F (6-trifluoromethyl-indol-1-ylamine), C[N+]1(CCOCC1)C2=NC(=NC(=N2)OC)OC.[Cl-] (DMTMM). Run in C(=O)([O-])[O-].[Na+].[Na+] (Na2CO3), CN(C)C=O (DMF). Conditions: temperature 50 celsius, time 1 hour. Product: FC(C1=CC=C2C=CN(C2=C1)NC(=O)C=1C(=NC(=NC1)C1=NC=CC=C1)C)(F)F (4-methyl-2-pyridin-2-yl-pyrimidine-5-carboxylic acid (6-trifluoromethyl-indol-1-yl)-amide). Yield: 40.3%. Reaction SMILES: [N:1]1[CH:6]=[CH:5][CH:4]=[CH:3][C:2]=1[C:7]1[N:12]=[C:11]([CH3:13])[C:10]([C:14]([OH:16])=O)=[CH:9][N:8]=1.[F:17][C:18]([F:30])([F:29])[C:19]1[CH:27]=[C:26]2[C:22]([CH:23]=[CH:24][N:25]2[NH2:28])=[CH:21][CH:20]=1.C[N+]1(C2N=C(OC)N=C(OC)N=2)CCOCC1.[Cl-]>CN(C=O)C.C([O-])([O-])=O.[Na+].[Na+]>[F:30][C:18]([F:17])([F:29])[C:19]1[CH:27]=[C:26]2[C:22]([CH:23]=[CH:24][N:25]2[NH:28][C:14]([C:10]2[C:11]([CH3:13])=[N:12][C:7]([C:2]3[CH:3]=[CH:4][CH:5]=[CH:6][N:1]=3)=[N:8][CH:9]=2)=[O:16])=[CH:21][CH:20]=1 |f:2.3,5.6.7|. Procedure: A solution of 2-(2-pyridyl)-4-methyl-pyrimidine-5-carboxylic acid (258 mg, 1.2 mmol) and 6-trifluoromethyl-indol-1-ylamine (200 mg, 1 mmol) in DMF (5 mL) is stirred at 50° C. for 0.5 h. The mixture is treated with DMTMM (290 mg, 1.05 mmol) and stirred at 50° C. for 1 h. The mixture is diluted with saturated aqueous Na2CO3 (5 mL) and extracted with EtOAc (3×50 mL). The combined organic layer is dried (Na2SO4), filtered and concentrated in vacuo. The residue is triturated with Et2O/heptane overnig...